From a dataset of the Open Reaction Database (ORD), a public repository of structured organic reaction records. describe an organic reaction: reactants, conditions, products, and yield Reaction SMILES: Cl.[C:2]([O:6][C:7](=[O:10])[CH2:8][NH2:9])([CH3:5])([CH3:4])[CH3:3].C(N(CC)C(C)C)(C)C.ClC(Cl)(O[C:24](=[O:30])[O:25][C:26](Cl)(Cl)Cl)Cl.O[CH2:33][C:34]1(C)[O:38][C:37]2=[N:39][C:40]([N+:42]([O-:44])=[O:43])=[CH:41][N:36]2[CH2:35]1>C(Cl)Cl.CN(C=O)C.O>[C:2]([O:6][C:7](=[O:10])[CH2:8][NH:9][C:24]([O:25][CH2:26][C:34]1([CH3:33])[O:38][C:37]2=[N:39][C:40]([N+:42]([O-:44])=[O:43])=[CH:41][N:36]2[CH2:35]1)=[O:30])([CH3:5])([CH3:4])[CH3:3] |f:0.1|. Run in CN(C)C=O (DMF), O (Water), C(Cl)Cl (methylene chloride), C(Cl)Cl (methylene chloride). Procedure: Glycine tert-butyl ester monohydrochloride (0.52 g, 2.27 mmol) in methylene chloride (5 ml) and N,N-diisopropylethylamine (1.05 ml, 4.53 mmol) were added to a triphosgene (0.30 g, 0.76 mmol) in methylene chloride (10 ml) with cooling on ice-bath followed by stirring at room temperature for 2 hours. Insoluble matters were removed by filtration, and the filtrate was concentrated under reduced pressure. The residue was added to a solution of 2-hydroxymethyl-2-methyl-6-nitro-2,3-dihydroimidazo[2,1-b... Reaction conditions: time 2 hour. The product is C(C)(C)(C)OC(CNC(=O)OCC1(CN2C(O1)=NC(=C2)[N+](=O)[O-])C)=O (tert-butyl(2-methyl-6-nitro-2,3-dihydroimidazo[2,1-b]oxazol-2-ylmethoxycarbonylamino)acetate). Yield: 14.8%. Starting materials: OCC1(CN2C(O1)=NC(=C2)[N+](=O)[O-])C (2-hydroxymethyl-2-methyl-6-nitro-2,3-dihydroimidazo[2,1-b]oxazole), cuprous chloride, Cl.C(C)(C)(C)OC(CN)=O (Glycine tert-butyl ester monohydrochloride), C(C)(C)N(C(C)C)CC (N,N-diisopropylethylamine), ClC(Cl)(OC(OC(Cl)(Cl)Cl)=O)Cl (triphosgene). Starting materials: CC1(CCC(C=2C=CC(=CC12)C#CC1=CC=C(C(=O)OCC)C=C1)=O)C (ethyl 4-[(5,6,7,8-tetrahydro-8,8-dimethyl-5-oxonaphth-2-yl)ethynyl]benzoate), CC1(CCC(C=2C=CC(=CC12)C#CC1=CC=C(C(=O)OCC)C=C1)=O)C (ethyl 4-[(5,6,7,8-tetrahydro-8,8-dimethyl-5-oxonaphth-2-yl)ethynyl]benzoate), C(C)(=O)OC(C)=O (acetic anhydride), C1(=CC=C(C=C1)S(=O)(=O)O)C (p-toluenesulfonic acid). Reaction conditions: temperature 80 celsius. The product is C(C)(=O)OC=1C=2C=CC(=CC2C(CC1)(C)C)C#CC1=CC=C(C(=O)OCC)C=C1 (Ethyl 4-[(5-acetoxy-7,8-dihydro-8,8-dimethylnaphth-2-yl)ethynyl]benzoate). As a reaction SMILES: [CH3:1][C:2]1([CH3:26])[C:11]2[CH:10]=[C:9]([C:12]#[C:13][C:14]3[CH:24]=[CH:23][C:17]([C:18]([O:20][CH2:21][CH3:22])=[O:19])=[CH:16][CH:15]=3)[CH:8]=[CH:7][C:6]=2[C:5](=[O:25])[CH2:4][CH2:3]1.[C:27](OC(=O)C)(=[O:29])[CH3:28].C1(C)C=CC(S(O)(=O)=O)=CC=1>>[C:27]([O:25][C:5]1[C:6]2[CH:7]=[CH:8][C:9]([C:12]#[C:13][C:14]3[CH:15]=[CH:16][C:17]([C:18]([O:20][CH2:21][CH3:22])=[O:19])=[CH:23][CH:24]=3)=[CH:10][C:11]=2[C:2]([CH3:1])([CH3:26])[CH2:3][CH:4]=1)(=[O:29])[CH3:28]. Procedure details: To 200 mg (0.51 mmol) of ethyl 4-[(5,6,7,8-tetrahydro-8,8-dimethyl-5-oxonapth-2-yl)ethynyl]benzoate (Compound 1) was added 0.13 ml (1.5 mmol) of acetic anhydride and 10 mg (0.05 mmol) of p-toluenesulfonic acid. The mixture was heated at 80° C. for 12 hours, cooled to room temperature and concentrated in vacuo to an oil. Purification by flash chromatography (silica, 10% EtOAc-hexane) yielded the title compound as a light yellow powder. The reactants are C1(C=2C(C(N1CCOCC(CC(=O)OC)=O)=O)=CC=CC2)=O (methyl 4-(2-(phthalimido)ethoxy)acetoacetate), ClC1=C(C=O)C=CC=C1 (2-chlorobenzaldehyde), C(C)(=O)O (acetic acid), N1CCCCC1 (piperidine). Run in CC(C)O (2-propanol), CC(C)O (2-propanol), CC(C)O (2-propanol). Conditions: temperature 37.5 celsius, time 2 hour. The product is ClC1=C(C=C(C(=O)OC)C(=O)COCCN2C(C=3C(C2=O)=CC=CC3)=O)C=CC=C1 (Methyl 2-(o-chlorobenzylidene)-4-(2-phthalimidoethoxy)acetoacetate). RXN SMILES: [C:1]1(=[O:22])[N:5]([CH2:6][CH2:7][O:8][CH2:9][C:10](=[O:16])[CH2:11][C:12]([O:14][CH3:15])=[O:13])[C:4](=[O:17])[C:3]2=[CH:18][CH:19]=[CH:20][CH:21]=[C:2]12.[Cl:23][C:24]1[CH:31]=[CH:30][CH:29]=[CH:28][C:25]=1[CH:26]=O.N1CCCCC1.C(O)(=O)C>CC(O)C>[Cl:23][C:24]1[CH:31]=[CH:30][CH:29]=[CH:28][C:25]=1[CH:26]=[C:11]([C:10]([CH2:9][O:8][CH2:7][CH2:6][N:5]1[C:4](=[O:17])[C:3]2=[CH:18][CH:19]=[CH:20][CH:21]=[C:2]2[C:1]1=[O:22])=[O:16])[C:12]([O:14][CH3:15])=[O:13]. Procedure: 85 g of methyl 4-(2-(phthalimido)ethoxy)acetoacetate was agitated with 31.7 ml of 2-chlorobenzaldehyde and 37 ml of 2-propanol at 20-25° C. The solution of 1.1 ml of piperidine in 14 ml of 2-propanol was added dropwise during 1.5 hour. The mixture was than agitated for 2 hours at the same temperature and for 2 hours at 35-40° C. The mixture was acidified with 1.5 ml of acetic acid, 140 ml of 2-propanol was added and the solution was cooled to 0-5° C. The isopropanolic layer was separated and the...